Task: describe an organic reaction: reactants, conditions, products, and yield. Dataset: the Open Reaction Database (ORD), a public repository of structured organic reaction records The reactants are CCCC(=O)OC1C(O)c2c(cc(OC)c3c(=O)c4cc5ccccc5cc4n(C)c23)OC1(C)C, ClCCl, Cl. Product: CCCC(=O)OC1=Cc2c(cc(OC)c3c(=O)c4cc5ccccc5cc4n(C)c23)OC1(C)C. RXN SMILES: [C:1]([CH2:2][CH2:3][CH3:4])(=[O:5])[O:6][CH:7]1[CH:8]([OH:35])[c:9]2[c:10]3[n:11]([CH3:34])[c:12]4[cH:13][c:14]5[c:15]([cH:16][c:17]4[c:18](=[O:29])[c:19]3[c:20]([O:27][CH3:28])[cH:21][c:22]2[O:23][C:24]1([CH3:25])[CH3:26])[cH:30][cH:31][cH:32][cH:33]5.[Cl:37][CH2:38][Cl:39].[ClH:36]>>[C:1]([CH2:2][CH2:3][CH3:4])(=[O:5])[O:6][C:7]1=[CH:8][c:9]2[c:10]3[n:11]([CH3:34])[c:12]4[cH:13][c:14]5[c:15]([cH:16][c:17]4[c:18](=[O:29])[c:19]3[c:20]([O:27][CH3:28])[cH:21][c:22]2[O:23][C:24]1([CH3:25])[CH3:26])[cH:30][cH:31][cH:32][cH:33]5. Starting materials: CN1C(NC2=C1C=CC(=C2)OC)=O (1-methyl-5-methoxy-2,3-dihydro-benzimidazol-2-one), ClCC1CN(CCO1)CC1=CC=CC=C1 (2-chloromethyl-4-benzyl-morpholine). Yields the product Cl.C(C1=CC=CC=C1)N1CC(OCC1)CN1C(N(C2=C1C=C(C=C2)OC)C)=O (4-benzyl-2-(1-methyl-5-methoxy-2,3-dihydrobenzimidazol-2-on-3-yl-methyl)-morpholine hydrochloride). Isolated yield 44.6%. As a reaction SMILES: [CH3:1][N:2]1[C:6]2[CH:7]=[CH:8][C:9]([O:11][CH3:12])=[CH:10][C:5]=2[NH:4][C:3]1=[O:13].[Cl:14][CH2:15][CH:16]1[O:21][CH2:20][CH2:19][N:18]([CH2:22][C:23]2[CH:28]=[CH:27][CH:26]=[CH:25][CH:24]=2)[CH2:17]1>>[ClH:14].[CH2:22]([N:18]1[CH2:19][CH2:20][O:21][CH:16]([CH2:15][N:4]2[C:5]3[CH:10]=[C:9]([O:11][CH3:12])[CH:8]=[CH:7][C:6]=3[N:2]([CH3:1])[C:3]2=[O:13])[CH2:17]1)[C:23]1[CH:24]=[CH:25][CH:26]=[CH:27][CH:28]=1 |f:2.3|. Procedure: The condensation of 0.1 mol of 1-methyl-5-methoxy-2,3-dihydro-benzimidazol-2-one and 0.1 mol of 2-chloromethyl-4-benzyl-morpholine is carried out in accordance with the procedure of Example 1. 18 g of 4-benzyl-2-(1-methyl-5-methoxy-2,3-dihydrobenzimidazol-2-on-3-yl-methyl)-morpholine hydrochloride are obtained, m.p. 175° C. Starting materials: CO, CNC(=O)C(=NOC)c1ccccc1COC1CCCCO1, Cl. Product: CNC(=O)C(=NOC)c1ccccc1CO. RXN SMILES: [CH3:24][OH:25].[CH3:2][O:3][N:4]=[C:5]([C:6](=[O:7])[NH:8][CH3:9])[c:10]1[c:11]([CH2:16][O:17][CH:18]2[CH2:19][CH2:20][CH2:21][CH2:22][O:23]2)[cH:12][cH:13][cH:14][cH:15]1.[ClH:1]>>[CH3:2][O:3][N:4]=[C:5]([C:6](=[O:7])[NH:8][CH3:9])[c:10]1[c:11]([CH2:16][OH:17])[cH:12][cH:13][cH:14][cH:15]1. The reactants are C(C)OC(=O)C=1C=NN(C1)C1=NC2=CC(=CC=C2C(N1COCCOC)=O)I (1-[7-iodo-3-(2-methoxy-ethoxymethyl)-4-oxo-3,4-dihydro-quinazolin-2-yl]-1H-pyrazole-4-carboxylic acid ethyl ester), CC=1C=C(C=CC1)B(O)O (3-methylphenylboronic acid), O=C1NC(=NC2=CC(=CC=C12)C1=CC=CC=C1)N1N=CC(=C1)C(=O)O (1-(4-oxo-7-phenyl-3,4-dihydro-quinazolin-2-yl)-1H-pyrazole-4-carboxylic acid), product. Yields the product O=C1NC(=NC2=CC(=CC=C12)C=1C=C(C=CC1)C)N1N=CC(=C1)C(=O)O (1-(4-Oxo-7-m-tolyl-3,4-dihydro-quinazolin-2-yl)-1H-pyrazole-4-carboxylic acid). RXN SMILES: C([O:3][C:4]([C:6]1[CH:7]=[N:8][N:9]([C:11]2[N:20](COCCOC)[C:19](=[O:27])[C:18]3[C:13](=[CH:14][C:15](I)=[CH:16][CH:17]=3)[N:12]=2)[CH:10]=1)=[O:5])C.O=C1[C:39]2[C:34](=[CH:35][C:36]([C:40]3C=CC=CC=3)=[CH:37][CH:38]=2)N=C(N2C=C(C(O)=O)C=N2)N1.CC1C=C(B(O)O)C=CC=1>>[O:27]=[C:19]1[C:18]2[C:13](=[CH:14][C:15]([C:34]3[CH:35]=[C:36]([CH3:40])[CH:37]=[CH:38][CH:39]=3)=[CH:16][CH:17]=2)[N:12]=[C:11]([N:9]2[CH:10]=[C:6]([C:4]([OH:3])=[O:5])[CH:7]=[N:8]2)[NH:20]1. Reported procedure: The titled compound was prepared in a manner analogous to Example 184, steps C-E using 1-[7-iodo-3-(2-methoxy-ethoxymethyl)-4-oxo-3,4-dihydro-quinazolin-2-yl]-1H-pyrazole-4-carboxylic acid ethyl ester (Intermediate from Example 184, product from step B) and 3-methylphenylboronic acid in step C. MS (ESI): mass calcd. for C19H14N4O3, 346.1; m/z found, 347.1 [M+H]+. 1H NMR (600 MHz, DMSO-d6): 13.04 (s, 1H), 12.87 (s, 1H), 8.98 (s, 1H), 8.28 (s, 1H), 8.20 (d, J=8.2 Hz, 1H), 7.94 (s, 1H), 7.83 (d, J=...